This data is from the Open Reaction Database (ORD), a public repository of structured organic reaction records. The task is: describe an organic reaction: reactants, conditions, products, and yield The reactants are NC=1C(=C(C=CC1)O)C1=CC(=CC=C1)Cl.C(C)(C)(C)OC(=O)NC(NC1=CC=C(C(=O)[O-])C=C1)=NC(=O)OC(C)(C)C (amino-3-chlorophenylphenol 4-[N′,N″-bis(tert-butoxycarbonyl)carbamimidamido]benzoate), O1CCCC1 (tetrahydrofuran), N1(N=NC2=C1C=CC=C2)CO (1H-1,2,3-benzotriazole-1-ylmethanol). Solvent: C(C)O (ethanol). Conditions: time 8 hour. Product: C(C)(C)(C)OC(=O)NC(NC1=CC=C(C(=O)OC2=CC(=C(C=C2)NC)Cl)C=C1)=NC(=O)OC(C)(C)C (3-chloro-4-(methylamino)phenyl 4-[N′,N″-bis(tert-butoxycarbonyl)carbamimidamido]benzoate). The yield is 69.5%. RXN SMILES: NC1C([C:9]2[CH:14]=[CH:13][CH:12]=[C:11]([Cl:15])[CH:10]=2)=C(O)C=CC=1.[C:16]([O:20][C:21]([NH:23][C:24](=[N:35][C:36]([O:38][C:39]([CH3:42])([CH3:41])[CH3:40])=[O:37])[NH:25][C:26]1[CH:34]=[CH:33][C:29]([C:30]([O-:32])=[O:31])=[CH:28][CH:27]=1)=[O:22])([CH3:19])([CH3:18])[CH3:17].O1CCCC1.[N:48]1(CO)[C:52]2C=CC=CC=2N=N1>C(O)C>[C:39]([O:38][C:36]([NH:35][C:24](=[N:23][C:21]([O:20][C:16]([CH3:19])([CH3:18])[CH3:17])=[O:22])[NH:25][C:26]1[CH:34]=[CH:33][C:29]([C:30]([O:32][C:13]2[CH:14]=[CH:9][C:10]([NH:48][CH3:52])=[C:11]([Cl:15])[CH:12]=2)=[O:31])=[CH:28][CH:27]=1)=[O:37])([CH3:42])([CH3:41])[CH3:40] |f:0.1|. Reported procedure: To a solution of 4 amino-3-chlorophenylphenol 4-[N′,N″-bis(tert-butoxycarbonyl)carbamimidamido]benzoate (600 mg) in ethanol (6.00 mL)-tetrahydrofuran (6.00 mL) was added 1H-1,2,3-benzotriazole-1-ylmethanol (195 mg), followed by stirring at room temperature overnight. The reaction mixture was concentrated under reduced pressure, and then to the residue were added N,N-dimethylformamide (6.00 mL) and tetrahydrofuran (6.00 mL). Sodium borohydride (89.9 mg) was added thereto under ice-cooling, follow... Reactants: BrCc1ccccc1, CC#N, [K+], [K+], O=C([O-])[O-], O, CCOC(=O)c1ccccc1O. The product is CCOC(=O)c1ccccc1OCc1ccccc1. RXN SMILES: [Br:19][CH2:20][c:21]1[cH:22][cH:23][cH:24][cH:25][cH:26]1.[CH3:28][C:29]#[N:30].[K+:13].[K+:14].[O-:15][C:16]([O-:17])=[O:18].[OH2:27].[OH:1][c:2]1[c:3]([C:4](=[O:5])[O:6][CH2:7][CH3:8])[cH:9][cH:10][cH:11][cH:12]1>>[O:1]([c:2]1[c:3]([C:4](=[O:5])[O:6][CH2:7][CH3:8])[cH:9][cH:10][cH:11][cH:12]1)[CH2:20][c:21]1[cH:22][cH:23][cH:24][cH:25][cH:26]1. The reactants are C(\C=C/C(=O)O)(=O)O (maleic acid), C1(CC(C(CC1)C(C)C)O)C (menthol), C1(=CC=C(C=C1)S(=O)(=O)O)C (p-toluenesulfonic acid), C1(=CC=CC=C1)C (toluene). Conditions: temperature 150 celsius. Reported procedure: 16 g of maleic acid, 20 g of menthol and 10 g of p-toluenesulfonic acid in 30 mL of toluene were heated to reflux at a oil temperature of 150° C. for 10 h. Subsequently, the reaction mixture was quenched by the addition of salt saturated sodium bicarbonate solution. The mixture was extracted with ether, the organic layers were combined and washed with salt saturated sodium bicarbonate solution, salt saturated ammonium chloride solution, and then dried over salt saturated brine and sodium sulfate... As a reaction SMILES: [C:1]([OH:8])(=[O:7])/[CH:2]=[CH:3]\[C:4]([OH:6])=[O:5].[CH:9]1([CH3:19])[CH2:14][CH2:13][CH:12]([CH:15]([CH3:17])[CH3:16])[CH:11]([OH:18])[CH2:10]1.[C:20]1([CH3:30])[CH:25]=[CH:24][C:23](S(O)(=O)=O)=[CH:22][CH:21]=1.[C:31]1(C)[CH:36]=CC=C[CH:32]=1>>[CH:9]1([CH3:19])[CH2:14][CH2:13][CH:12]([CH:15]([CH3:17])[CH3:16])[CH:11]([O:5][C:4](=[O:6])/[CH:3]=[CH:2]\[C:1]([OH:8])=[O:7])[CH2:10]1.[C:1]([O:8][CH:22]1[CH:23]([CH:31]([CH3:36])[CH3:32])[CH2:24][CH2:25][CH:20]([CH3:30])[CH2:21]1)(=[O:7])/[CH:2]=[CH:3]\[C:4]([O:18][CH:11]1[CH:12]([CH:15]([CH3:16])[CH3:17])[CH2:13][CH2:14][CH:9]([CH3:19])[CH2:10]1)=[O:6]. Yields the product C1(CC(C(CC1)C(C)C)OC(\C=C/C(=O)O)=O)C (maleic acid monomenthyl ester), C(\C=C/C(=O)OC1CC(CCC1C(C)C)C)(=O)OC1CC(CCC1C(C)C)C (dimenthyl maleate). Starting materials: C(C)(C)C1=C(NC(=C1)C(C)C)C(=O)O (3,5-diisopropylpyrrole-2-carboxylic acid), NC1=CC=C(C(=O)OC)C=C1 (methyl 4-aminobenzoate), acid anhydride. Product: C(C)(C)C1=C(NC(=C1)C(C)C)C(=O)NC1=CC=C(C(=O)O)C=C1 (4-[(3,5-Diisopropylpyrrole-2-carbonyl)amino]benzoic acid). As a reaction SMILES: [CH:1]([C:4]1[CH:8]=[C:7]([CH:9]([CH3:11])[CH3:10])[NH:6][C:5]=1[C:12]([OH:14])=O)([CH3:3])[CH3:2].[NH2:15][C:16]1[CH:25]=[CH:24][C:19]([C:20]([O:22]C)=[O:21])=[CH:18][CH:17]=1>>[CH:1]([C:4]1[CH:8]=[C:7]([CH:9]([CH3:10])[CH3:11])[NH:6][C:5]=1[C:12]([NH:15][C:16]1[CH:25]=[CH:24][C:19]([C:20]([OH:22])=[O:21])=[CH:18][CH:17]=1)=[O:14])([CH3:2])[CH3:3]. Procedure details: In the same manner as that of Example 17, 3,5-diisopropylpyrrole-2-carboxylic acid (60 mg, 0.308 mmol) was condensed with methyl 4-aminobenzoate, the reaction mixture was treated in a conventional manner, and then the resultant was purified by silica gel chromatography [hexane-ethyl acetate (3:1)] to obtain the desired condensate (60 mg, 59%) from the high polarity portion, and the starting material substrate acid anhydride (15 mg, 26%) from the low polarity portion. The reactants are C(C1=CC=CC=C1)Cl (benzyl chloride), C(=O)N1CCN(CC1)C=1N=C(C2=C(N1)C(=NC=N2)S)N2CCOCC2 (2-(N-formylpiperazino)-8-mercapto-4-morpholino-pyrimido-[5,4-d]-pyrimidine). Solvent: [OH-].[Na+] (sodium hydroxide). Reaction conditions: time 1 hour. Yields the product C(C1=CC=CC=C1)SC1=NC=NC2=C1N=C(N=C2N2CCOCC2)N2CCN(CC2)C=O (8-Benzylthio-2-(N-formylpiperazino)-4-morpholino-pyrimido-[5,4-d]-pyrimidine). As a reaction SMILES: [CH2:1](Cl)[C:2]1[CH:7]=[CH:6][CH:5]=[CH:4][CH:3]=1.[CH:9]([N:11]1[CH2:16][CH2:15][N:14]([C:17]2[N:18]=[C:19]([N:28]3[CH2:33][CH2:32][O:31][CH2:30][CH2:29]3)[C:20]3[N:26]=[CH:25][N:24]=[C:23]([SH:27])[C:21]=3[N:22]=2)[CH2:13][CH2:12]1)=[O:10]>[OH-].[Na+]>[CH2:1]([S:27][C:23]1[C:21]2[N:22]=[C:17]([N:14]3[CH2:15][CH2:16][N:11]([CH:9]=[O:10])[CH2:12][CH2:13]3)[N:18]=[C:19]([N:28]3[CH2:29][CH2:30][O:31][CH2:32][CH2:33]3)[C:20]=2[N:26]=[CH:25][N:24]=1)[C:2]1[CH:7]=[CH:6][CH:5]=[CH:4][CH:3]=1 |f:2.3|. Procedure: 0.7 ml (0.006 mol) of benzyl chloride were added dropwise to a solution of 1.8 gm (0.005 mol) of 2-(N-formylpiperazino)-8-mercapto-4-morpholino-pyrimido-[5,4-d]-pyrimidine (m.p. 250°-255° C.) in about 60 ml of 0.1N sodium hydroxide. After stirring the mixture at room temperature for one hour, the precipitated reaction product was suction-filtered off, washed with water and dried. Starting materials: [OH-].[Na+] (sodium hydroxide), [N+](=O)([O-])C1=CC=C(C=C1)S (p-nitrothiophenol), CI (methyl iodide). Solvent: O (water). Reaction conditions: temperature 10 celsius, time 15 minute. Yields the product CSC1=CC=C(C=C1)[N+](=O)[O-] (1-(methylsulfanyl)-4-nitrobenzene). Yield: 50.4%. Reaction SMILES: [N+:1]([C:4]1[CH:9]=[CH:8][C:7]([SH:10])=[CH:6][CH:5]=1)([O-:3])=[O:2].[OH-].[Na+].[CH3:13]I>O>[CH3:13][S:10][C:7]1[CH:8]=[CH:9][C:4]([N+:1]([O-:3])=[O:2])=[CH:5][CH:6]=1 |f:1.2|. Reported procedure: To a suspension of p-nitrothiophenol (20 g, 0.129 mol) in water (150 mL) was added an aqueous solution of sodium hydroxide (75 mL, 2 N) at room temperature. After the mixture was stirred for 15 minutes and cooled to 10° C., methyl iodide (57 g, 25 mL, 0.401 mol) was added slowly. The reaction mixture was allowed to warm to room temperature and stirred for 2.5 hours. The resulting mixture was extracted with diethyl ether (100 mL×3). The organic layers were combined, washed with water (200 mL) and... The reactants are CC(C)(C)OC(=O)N1CCOC(C(=O)N2CCN(C(=O)Nc3ccc(Cl)c(Cl)c3)CC2)C1, ClCCl, O=C(O)C(F)(F)F. Yields the product O=C(Nc1ccc(Cl)c(Cl)c1)N1CCN(C(=O)C2CNCCO2)CC1. RXN SMILES: [Cl:1][c:2]1[cH:3][c:4]([NH:9][C:10](=[O:11])[N:12]2[CH2:13][CH2:14][N:15]([C:18](=[O:19])[CH:20]3[O:21][CH2:22][CH2:23][N:24]([C:26]([O:27][C:28]([CH3:29])([CH3:30])[CH3:31])=[O:32])[CH2:25]3)[CH2:16][CH2:17]2)[cH:5][cH:6][c:7]1[Cl:8].[Cl:33][CH2:34][Cl:35].[F:36][C:37]([F:38])([F:39])[C:40]([OH:41])=[O:42]>>[Cl:1][c:2]1[cH:3][c:4]([NH:9][C:10](=[O:11])[N:12]2[CH2:13][CH2:14][N:15]([C:18](=[O:19])[CH:20]3[O:21][CH2:22][CH2:23][NH:24][CH2:25]3)[CH2:16][CH2:17]2)[cH:5][cH:6][c:7]1[Cl:8].